This data is from the Open Reaction Database (ORD), a public repository of structured organic reaction records. The task is: describe an organic reaction: reactants, conditions, products, and yield Reactants: C([O-])([O-])=O.[Na+].[Na+] (sodium carbonate), ClC=1N=NC(=CC1)Cl (3,6-dichloropyridazine), [N+](=O)([O-])C=1C=C(C=CC1)B(O)O (3-nitrophenylboronic acid), tetralis(triphenylphosphine)-palladium. Run in COCCOC (1,2-dimethoxyethane), C(C)(=O)OCC (ethyl acetate). Run at temperature 80 celsius, time 3 hour. Yields the product ClC=1N=NC(=CC1)C1=CC(=CC=C1)[N+](=O)[O-] (3-chloro-6-(3-nitro-phenyl)-pyridazine). Isolated yield 10.4%. As a reaction SMILES: [Cl:1][C:2]1[N:3]=[N:4][C:5](Cl)=[CH:6][CH:7]=1.[N+:9]([C:12]1[CH:13]=[C:14](B(O)O)[CH:15]=[CH:16][CH:17]=1)([O-:11])=[O:10].C(=O)([O-])[O-].[Na+].[Na+]>COCCOC.C(OCC)(=O)C>[Cl:1][C:2]1[N:3]=[N:4][C:5]([C:16]2[CH:15]=[CH:14][CH:13]=[C:12]([N+:9]([O-:11])=[O:10])[CH:17]=2)=[CH:6][CH:7]=1 |f:2.3.4|. Procedure: To a suspension of 3,6-dichloropyridazine (2.98 g), 3-nitrophenylboronic acid (1.67 g) and tetralis(triphenylphosphine)-palladium (578 mg) in 1,2-dimethoxyethane (30 ml) was added an aqueous solution of sodium carbonate (2M, 15 ml), and the mixture was stirred at 80° C. for 3 hours. The mixture was diluted with ethyl acetate, and then washed with water and brine. The organic layer was dried over magnesium sulfate and evaporated under reduced pressure. The residue was purified by a silica gel col... The reactants are CC1=CC=C(C=C1)C=1OC(=C(N1)COC1CC(CCC1)O)C (racemic 3-[2-(4-methylphenyl)-5-methyloxazol-4-yl-methoxy]cyclohexan-1-ol). The solvent is C(C)(=O)OC=C (vinyl acetate). Reaction conditions: time 30 minute. The product is CC1=CC=C(C=C1)C=1OC(=C(N1)CO[C@H]1C[C@H](CCC1)O)C ((1S,3R)-3-[2-(4-methylphenyl)-5-methyloxazol-4-ylmethoxy]cyclohexan-1-ol), (1R,3S)-acetate. The yield is 52.8%. As a reaction SMILES: [CH3:1][C:2]1[CH:7]=[CH:6][C:5]([C:8]2[O:9][C:10]([CH3:22])=[C:11]([CH2:13][O:14][CH:15]3[CH2:20][CH2:19][CH2:18][CH:17]([OH:21])[CH2:16]3)[N:12]=2)=[CH:4][CH:3]=1>C(OC=C)(=O)C>[CH3:1][C:2]1[CH:7]=[CH:6][C:5]([C:8]2[O:9][C:10]([CH3:22])=[C:11]([CH2:13][O:14][C@@H:15]3[CH2:20][CH2:19][CH2:18][C@H:17]([OH:21])[CH2:16]3)[N:12]=2)=[CH:4][CH:3]=1. Procedure: 16.3 g of the racemic 3-[2-(4-methylphenyl)-5-methyloxazol-4-yl-methoxy]cyclohexan-1-ol were dissolved in 100 ml of vinyl acetate, admixed with 1.9 g of Chirazyme L-2, lyo., and stirred at 20–23° C. After about 30 minutes, the enzyme was filtered off and the solution concentrated under reduced pressure, crude product: 16.6 g. After chromatography on silica gel (10:1–0:1 n-heptane/ethyl acetate), 8.6 g of (1S,3R)-3-[2-(4-methylphenyl)-5-methyloxazol-4-ylmethoxy]cyclohexan-1-ol and 6.8 g of the (1... Reactants: CCOC(=O)[C@@H]1CCCN(C1)CCC=C(C2=C(C=CS2)C)C3=C(C=CS3)C (tiagabine ethyl ester), Cl (hydrochloric acid). Solvent: O (water). Conditions: temperature 57.5 celsius. Yields the product CC=1C=CSC1C(=CCCN2CCC[C@H](C2)C(=O)O)C3=C(C=CS3)C (Tiagabine). Yield: 87.1%. Reaction SMILES: CC[O:3][C:4]([C@H:6]1[CH2:11][N:10]([CH2:12][CH2:13][CH:14]=[C:15]([C:22]2[S:26][CH:25]=[CH:24][C:23]=2[CH3:27])[C:16]2[S:20][CH:19]=[CH:18][C:17]=2[CH3:21])[CH2:9][CH2:8][CH2:7]1)=[O:5].Cl>O>[CH3:27][C:23]1[CH:24]=[CH:25][S:26][C:22]=1[C:15]([C:16]1[S:20][CH:19]=[CH:18][C:17]=1[CH3:21])=[CH:14][CH2:13][CH2:12][N:10]1[CH2:11][C@H:6]([C:4]([OH:5])=[O:3])[CH2:7][CH2:8][CH2:9]1. Reported procedure: To a 1 L flask, 50 g of tiagabine ethyl ester, 750 ml of water and 11 g of conc. hydrochloric acid were charged. The mixture was heated to reflux for 2 hours and then ethanol/water, a total of 400 ml, was distilled off over a period of 4 hours. The remaining solution was stirred under reflux overnight. It was cooled to 55-60° C. and then an additional 37.5 g of conc. hydrochloric acid was added over a period of 5 min. The solution was cooled to 50-52° C. and was stirred at this temperature for 1... The reactants are NC=1C(=NC=C(C1)Cl)C(=O)C=1C=NC=CC1 ((3-amino-5-chloro-pyridin-2-yl)-pyridin-3-yl-methanone), ClC1=C(C=C(C=C1)S(=O)(=O)Cl)C(F)(F)F (4-chloro-3-trifluoromethyl-benzenesulfonyl chloride). Reagents/catalysts: CN(C)C=1C=CN=CC1 (DMAP). The solvent is N1=CC=CC=C1 (pyridine). Yields the product ClC1=C(C=C(C=C1)S(=O)(=O)NC=1C(=NC=C(C1)Cl)C(=O)C=1C=NC=CC1)C(F)(F)F (4-Chloro-N-[5-chloro-2-(pyridine-3-carbonyl)-pyridin-3-yl]-3-trifluoromethyl-benzenesulfonamide). As a reaction SMILES: [NH2:1][C:2]1[C:3]([C:9]([C:11]2[CH:12]=[N:13][CH:14]=[CH:15][CH:16]=2)=[O:10])=[N:4][CH:5]=[C:6]([Cl:8])[CH:7]=1.[Cl:17][C:18]1[CH:23]=[CH:22][C:21]([S:24](Cl)(=[O:26])=[O:25])=[CH:20][C:19]=1[C:28]([F:31])([F:30])[F:29]>CN(C1C=CN=CC=1)C.N1C=CC=CC=1>[Cl:17][C:18]1[CH:23]=[CH:22][C:21]([S:24]([NH:1][C:2]2[C:3]([C:9]([C:11]3[CH:12]=[N:13][CH:14]=[CH:15][CH:16]=3)=[O:10])=[N:4][CH:5]=[C:6]([Cl:8])[CH:7]=2)(=[O:25])=[O:26])=[CH:20][C:19]=1[C:28]([F:31])([F:29])[F:30]. Procedure: A solution of (3-amino-5-chloro-pyridin-2-yl)-pyridin-3-yl-methanone (26 mg, 0.11 mmol), 4-chloro-3-trifluoromethyl-benzenesulfonyl chloride (28 mg, 0.10 mmol), DMAP (7.3 mg, 0.06 mmol) in anhydrous pyridine (0.5 mL) was heated at 60° C. for 2 days. The reaction mixture was separated by preparative HPLC and pure product fractions were lyophilized to provide pure product as a solid. 1H NMR (400 MHz, CDCl3) δ 11.03 (s, 1 H), 9.15 (s, 1 H), 8.81-8.80 (m, 1 H), 8.37 (d, J=2.0 Hz, 1 H), 8.29-8.26 (m,... Starting materials: C1(=CC=CC=C1)C(C=1C=CC(NN1)=O)C1=CC=CC=C1 (6-(diphenylmethyl)pyridazin-3(2H)-one), [H-].[Na+] (NaH), CS(=O)(=O)OCCCOC=1C=C(OCC(=O)OCC)C=CC1 (ethyl (3-{3-[(methylsulfonyl)oxy]propoxy}phenoxy)acetate). Run in CN(C)C=O (DMF), CN(C)C=O (DMF), CCOC(=O)C (EtOAc). Yields the product C1(=CC=CC=C1)C(C1=NN(C(C=C1)=O)CCCOC=1C=C(OCC(=O)OCC)C=CC1)C1=CC=CC=C1 (ethyl (3-{3-[3-(diphenylmethyl)-6-oxopyridazin-1(6H)-yl]propoxy}phenoxy)acetate). Yield: 76.7%. Reaction SMILES: [C:1]1([CH:7]([C:15]2[CH:20]=[CH:19][CH:18]=[CH:17][CH:16]=2)[C:8]2[CH:9]=[CH:10][C:11](=[O:14])[NH:12][N:13]=2)[CH:6]=[CH:5][CH:4]=[CH:3][CH:2]=1.[H-].[Na+].CS(O[CH2:28][CH2:29][CH2:30][O:31][C:32]1[CH:33]=[C:34]([CH:42]=[CH:43][CH:44]=1)[O:35][CH2:36][C:37]([O:39][CH2:40][CH3:41])=[O:38])(=O)=O>CN(C=O)C.CCOC(C)=O>[C:15]1([CH:7]([C:1]2[CH:2]=[CH:3][CH:4]=[CH:5][CH:6]=2)[C:8]2[CH:9]=[CH:10][C:11](=[O:14])[N:12]([CH2:28][CH2:29][CH2:30][O:31][C:32]3[CH:33]=[C:34]([CH:42]=[CH:43][CH:44]=3)[O:35][CH2:36][C:37]([O:39][CH2:40][CH3:41])=[O:38])[N:13]=2)[CH:16]=[CH:17][CH:18]=[CH:19][CH:20]=1 |f:1.2|. Reported procedure: To a solution of 6-(diphenylmethyl)pyridazin-3(2H)-one (158 mg) in DMF (2 mL) was added NaH (60% in oil, 26 mg) at 5° C. After stirring for an hour at ambient temperature, to the reaction mixture was added a solution of ethyl (3-{3-[(methylsulfonyl)oxy]propoxy}phenoxy)acetate (200 mg) in DMF (0.5 mL), and the resulting mixture was stirred at ambient temperature for 12 hours and then was stirred at 50° C. for 5 hours. After cooling, the reaction mixture was diluted with EtOAc (5 mL) and washed wi... The reactants are CCCCCCCN(CCc1ccc(Br)cc1)C(=O)OC(C)(C)C, C1CCCCC1, CN(C)C=O, [Li]C(C)CC, [Cl-], [NH4+], C1CCOC1. The product is CCCCCCCN(CCc1ccc(C=O)cc1)C(=O)OC(C)(C)C. RXN SMILES: [C:1]([CH3:2])([CH3:3])([CH3:4])[O:5][C:6]([N:7]([CH2:8][CH2:9][CH2:10][CH2:11][CH2:12][CH2:13][CH3:14])[CH2:15][CH2:16][c:17]1[cH:18][cH:19][c:20]([Br:23])[cH:21][cH:22]1)=[O:24].[CH2:30]1[CH2:31][CH2:32][CH2:33][CH2:34][CH2:35]1.[CH3:36][N:37]([CH:38]=[O:39])[CH3:40].[CH:25]([Li:26])([CH2:27][CH3:28])[CH3:29].[Cl-:41].[NH4+:42].[O:43]1[CH2:44][CH2:45][CH2:46][CH2:47]1>>[C:1]([CH3:2])([CH3:3])([CH3:4])[O:5][C:6]([N:7]([CH2:8][CH2:9][CH2:10][CH2:11][CH2:12][CH2:13][CH3:14])[CH2:15][CH2:16][c:17]1[cH:18][cH:19][c:20]([CH:38]=[O:39])[cH:21][cH:22]1)=[O:24]. The reactants are Cl.FC(C=1C(=NC=CC1)N1CCN(CC1)CC(=O)O)(F)F (2-(4-(3-(trifluoromethyl)pyridin-2-yl)piperazin-1-yl)acetic acid hydrochloride), N[C@H](C(=O)NC1=CC=C(C=C1)OC1=CC=C(C=C1)F)COCC1=CC=CC=C1 ((S)-2-amino-3-(benzyloxy)-N-(4-(4-fluorophenoxy)phenyl)propanamide). The product is Compound 112, C(C1=CC=CC=C1)OC[C@@H](C(=O)NC1=CC=C(C=C1)OC1=CC=C(C=C1)F)NC(CN1CCN(CC1)C1=NC=CC=C1C(F)(F)F)=O ((S)-3-(benzyloxy)-N-(4-(4-fluorophenoxy)phenyl)-2-(2-(4-(3-(trifluoromethyl)pyridin-2-yl)piperazin-1-yl)acetamido)propanamide). Isolated yield 32.4%. Reaction SMILES: Cl.[F:2][C:3]([F:21])([F:20])[C:4]1[C:5]([N:10]2[CH2:15][CH2:14][N:13]([CH2:16][C:17]([OH:19])=O)[CH2:12][CH2:11]2)=[N:6][CH:7]=[CH:8][CH:9]=1.[NH2:22][C@@H:23]([CH2:41][O:42][CH2:43][C:44]1[CH:49]=[CH:48][CH:47]=[CH:46][CH:45]=1)[C:24]([NH:26][C:27]1[CH:32]=[CH:31][C:30]([O:33][C:34]2[CH:39]=[CH:38][C:37]([F:40])=[CH:36][CH:35]=2)=[CH:29][CH:28]=1)=[O:25]>>[CH2:43]([O:42][CH2:41][C@H:23]([NH:22][C:17](=[O:19])[CH2:16][N:13]1[CH2:12][CH2:11][N:10]([C:5]2[C:4]([C:3]([F:2])([F:21])[F:20])=[CH:9][CH:8]=[CH:7][N:6]=2)[CH2:15][CH2:14]1)[C:24]([NH:26][C:27]1[CH:32]=[CH:31][C:30]([O:33][C:34]2[CH:39]=[CH:38][C:37]([F:40])=[CH:36][CH:35]=2)=[CH:29][CH:28]=1)=[O:25])[C:44]1[CH:49]=[CH:48][CH:47]=[CH:46][CH:45]=1 |f:0.1|. Procedure: Proceeding as in Example 1, but substituting 2-(4-(3-(trifluoromethyl)pyridin-2-yl)piperazin-1-yl)acetic acid hydrochloride and (S)-2-amino-3-(benzyloxy)-N-(4-(4-fluorophenoxy)phenyl)propanamide, gave Compound 112, (S)-3-(benzyloxy)-N-(4-(4-fluorophenoxy)phenyl)-2-(2-(4-(3-(trifluoromethyl)pyridin-2-yl)piperazin-1-yl)acetamido)propanamide (16.9 mg, 32.4%). Major isomer: 1H-NMR (400 MHz, DMSO-D6): σ 10.23 (s, 1H), 8.54 (d, 1H), 8.06 (t, 2H), 7.61 (d, 2H), 7.30 (m, 4H), 7.27-7.19 (m, 4H), 7.04-6.9...